describe an organic reaction: reactants, conditions, products, and yield From a dataset of the Open Reaction Database (ORD), a public repository of structured organic reaction records. Reactants: Cn1cc(Br)ccc1=O, O=C([O-])[O-], C1COCCO1, [Cs+], [Cs+], CC(c1ccc(B2OC(C)(C)C(C)(C)O2)cc1)N1CCC(CCCO)(c2ccccc2)OC1=O. The product is CC(c1ccc(-c2ccc(=O)n(C)c2)cc1)N1CCC(CCCO)(c2ccccc2)OC1=O. As a reaction SMILES: [Br:35][c:36]1[cH:37][cH:38][c:39](=[O:43])[n:40]([CH3:42])[cH:41]1.[C:44](=[O:45])([O-:46])[O-:47].[CH2:50]1[O:51][CH2:52][CH2:53][O:54][CH2:55]1.[Cs+:48].[Cs+:49].[OH:1][CH2:2][CH2:3][CH2:4][C:5]1([c:29]2[cH:30][cH:31][cH:32][cH:33][cH:34]2)[CH2:6][CH2:7][N:8]([CH:12]([CH3:13])[c:14]2[cH:15][cH:16][c:17]([B:20]3[O:21][C:22]([CH3:23])([CH3:24])[C:25]([CH3:26])([CH3:27])[O:28]3)[cH:18][cH:19]2)[C:9](=[O:11])[O:10]1>>[OH:1][CH2:2][CH2:3][CH2:4][C:5]1([c:29]2[cH:30][cH:31][cH:32][cH:33][cH:34]2)[CH2:6][CH2:7][N:8]([CH:12]([CH3:13])[c:14]2[cH:15][cH:16][c:17](-[c:36]3[cH:37][cH:38][c:39](=[O:43])[n:40]([CH3:42])[cH:41]3)[cH:18][cH:19]2)[C:9](=[O:11])[O:10]1. The reactants are Nc1c[nH]c2ncc(Br)c(F)c12, ClCCl, O=C(O)c1ccc(C(F)(F)F)cn1, [Li+], [OH-], O. The product is O=C(Nc1c[nH]c2ncc(Br)c(F)c12)c1ccc(C(F)(F)F)cn1. Reaction SMILES: [Br:1][c:2]1[c:3]([F:12])[c:4]2[c:5]([n:6][cH:7]1)[nH:8][cH:9][c:10]2[NH2:11].[Cl:29][CH2:30][Cl:31].[F:13][C:14]([c:15]1[cH:16][cH:17][c:18]([C:21](=[O:22])[OH:23])[n:19][cH:20]1)([F:24])[F:25].[Li+:27].[OH-:26].[OH2:28]>>[Br:1][c:2]1[c:3]([F:12])[c:4]2[c:5]([n:6][cH:7]1)[nH:8][cH:9][c:10]2[NH:11][C:21]([c:18]1[cH:17][cH:16][c:15]([C:14]([F:13])([F:24])[F:25])[cH:20][n:19]1)=[O:22].